Dataset: the Open Reaction Database (ORD), a public repository of structured organic reaction records. Task: describe an organic reaction: reactants, conditions, products, and yield Reactants: CN(C)C=O, Cc1cc(O)ccc1O, CN(C(=O)OC(C)(C)C)c1cc(Cl)ccc1[N+](=O)[O-], [H-], [Na+]. Product: Cc1cc(O)ccc1Oc1ccc([N+](=O)[O-])c(N(C)C(=O)OC(C)(C)C)c1. Reaction SMILES: [CH3:31][N:32]([CH3:33])[CH:34]=[O:35].[CH3:3][c:4]1[c:5]([OH:6])[cH:7][cH:8][c:9]([OH:11])[cH:10]1.[Cl:12][c:13]1[cH:14][cH:15][c:16]([N+:28](=[O:29])[O-:30])[c:17]([N:19]([C:20]([O:21][C:22]([CH3:23])([CH3:24])[CH3:25])=[O:26])[CH3:27])[cH:18]1.[H-:1].[Na+:2]>>[CH3:3][c:4]1[c:5]([O:6][c:13]2[cH:14][cH:15][c:16]([N+:28](=[O:29])[O-:30])[c:17]([N:19]([C:20]([O:21][C:22]([CH3:23])([CH3:24])[CH3:25])=[O:26])[CH3:27])[cH:18]2)[cH:7][cH:8][c:9]([OH:11])[cH:10]1. Starting materials: FC(C1N(C1)S(=O)(=O)C1=C(C=C(C=C1C)C)C)(F)F (2-trifluoromethyl-1-(2,4,6-trimethylbenzenesulfonyl)aziridine), C1(=CC=CC=C1)C1=C2C=CNC2=CC=C1 (4-phenylindole), solution, C(C)[Mg]Br (ethyl magnesium bromide). Reagents/catalysts: [Cu]I (copper (I) iodide). Run in COC(C)(C)C (tert-butyl methyl ether), COC(C)(C)C (tert-butyl methyl ether), CCOCC (ether). Conditions: time 30 minute. Yields the product CC1=C(C(=CC(=C1)C)C)S(=O)(=O)NC(C(F)(F)F)CC1=CNC2=CC=CC(=C12)C1=CC=CC=C1 (2,4,6-Trimethyl-N-[2,2,2-trifluoro-1-(4-phenyl-1H-indol-3-ylmethyl)ethyl]benzenesulfonamide). The yield is 44.5%. Reaction SMILES: [C:1]1([C:7]2[CH:15]=[CH:14][CH:13]=[C:12]3[C:8]=2[CH:9]=[CH:10][NH:11]3)[CH:6]=[CH:5][CH:4]=[CH:3][CH:2]=1.C([Mg]Br)C.[F:20][C:21]([F:38])([F:37])[CH:22]1[CH2:24][N:23]1[S:25]([C:28]1[C:33]([CH3:34])=[CH:32][C:31]([CH3:35])=[CH:30][C:29]=1[CH3:36])(=[O:27])=[O:26]>COC(C)(C)C.CCOCC.[Cu]I>[CH3:36][C:29]1[CH:30]=[C:31]([CH3:35])[CH:32]=[C:33]([CH3:34])[C:28]=1[S:25]([NH:23][CH:22]([CH2:24][C:9]1[C:8]2[C:12](=[CH:13][CH:14]=[CH:15][C:7]=2[C:1]2[CH:2]=[CH:3][CH:4]=[CH:5][CH:6]=2)[NH:11][CH:10]=1)[C:21]([F:38])([F:20])[F:37])(=[O:26])=[O:27]. Reported procedure: To a stirred solution of 115 mg (0.60 mmol) of 4-phenylindole in 2 mL of tert-butyl methyl ether at room temperature was added 0.25 mL (0.75 mmol) of a 3 M solution of ethyl magnesium bromide in ether. The mixture stirred for 30 minutes and then 22.8 mg (0.12 mmol) of copper (I) iodide was added. After 30 minutes, a solution of 87.9 mg (0.30 mmol) of 2-trifluoromethyl-1-(2,4,6-trimethylbenzenesulfonyl)aziridine in 1 mL of tert-butyl methyl ether was added. After 18 hours, the reaction was quench...